This data is from the Open Reaction Database (ORD), a public repository of structured organic reaction records. The task is: describe an organic reaction: reactants, conditions, products, and yield Reactants: O=C([O-])O, CCc1ccc(Oc2cnc[nH]c2=O)cc1, CC(C)N(C=O)C(C)C, O=C(Cl)C(=O)Cl, ClCCl, [Na+]. Yields the product CCc1ccc(Oc2cncnc2Cl)cc1. Reaction SMILES: [C:32](=[O:33])([OH:34])[O-:35].[CH2:16]([CH3:17])[c:18]1[cH:19][cH:20][c:21]([O:22][c:23]2[c:24](=[O:29])[nH:25][cH:26][n:27][cH:28]2)[cH:30][cH:31]1.[CH:7]([N:8]([CH:9]([CH3:10])[CH3:11])[CH:12]=[O:13])([CH3:14])[CH3:15].[Cl:1][C:2]([C:3]([Cl:4])=[O:5])=[O:6].[Cl:37][CH2:38][Cl:39].[Na+:36]>>[Cl:1][c:24]1[c:23]([O:22][c:21]2[cH:20][cH:19][c:18]([CH2:16][CH3:17])[cH:31][cH:30]2)[cH:28][n:27][cH:26][n:25]1. The reactants are CC(=O)SC1CCN(C(C(=O)C2CC2)c2ccccc2F)CC1=Cc1ccco1, O=C([O-])[O-], CO, [K+], [K+], O. The product is O=C(C1CC1)C(c1ccccc1F)N1CCC(S)C(=Cc2ccco2)C1. As a reaction SMILES: [C:1](=[O:2])([CH3:3])[S:4][CH:5]1[C:6](=[CH:24][c:25]2[o:26][cH:27][cH:28][cH:29]2)[CH2:7][N:8]([CH:11]([C:12](=[O:13])[CH:14]2[CH2:15][CH2:16]2)[c:17]2[c:18]([F:23])[cH:19][cH:20][cH:21][cH:22]2)[CH2:9][CH2:10]1.[C:30](=[O:31])([O-:32])[O-:33].[CH3:37][OH:38].[K+:34].[K+:35].[OH2:36]>>[SH:4][CH:5]1[C:6](=[CH:24][c:25]2[o:26][cH:27][cH:28][cH:29]2)[CH2:7][N:8]([CH:11]([C:12](=[O:13])[CH:14]2[CH2:15][CH2:16]2)[c:17]2[c:18]([F:23])[cH:19][cH:20][cH:21][cH:22]2)[CH2:9][CH2:10]1. Reactants: C1(CC1)C(=O)N1C[C@@H](CC1)CC(=O)NN (2-[(3S)-1-(cyclopropylcarbonyl)-3-pyrrolidinyl]acetohydrazide), BrC1=CC(=C(N)C=C1Cl)F (4-bromo-5-chloro-2-fluoroaniline), ClC(Cl)(OC(OC(Cl)(Cl)Cl)=O)Cl (triphosgene), CCN(C(C)C)C(C)C (Hunig's base). Run in ClCCl (dichloromethane), ClCCl (dichloromethane), ClCCl (dichloromethane). Conditions: temperature -78 celsius, time 10 minute. Yields the product BrC1=CC(=C(C=C1Cl)NC(=O)NNC(C[C@H]1CN(CC1)C(=O)C1CC1)=O)F (N-(4-bromo-5-chloro-2-fluorophenyl)-2-{[(3S)-1-(cyclopropylcarbonyl)-3-pyrrolidinyl]acetyl}hydrazinecarboxamide). As a reaction SMILES: Cl[C:2](Cl)([O:4]C(=O)OC(Cl)(Cl)Cl)Cl.[Br:13][C:14]1[C:20]([Cl:21])=[CH:19][C:17]([NH2:18])=[C:16]([F:22])[CH:15]=1.CCN(C(C)C)C(C)C.[CH:32]1([C:35]([N:37]2[CH2:41][CH2:40][C@@H:39]([CH2:42][C:43]([NH:45][NH2:46])=[O:44])[CH2:38]2)=[O:36])[CH2:34][CH2:33]1>ClCCl>[Br:13][C:14]1[C:20]([Cl:21])=[CH:19][C:17]([NH:18][C:2]([NH:46][NH:45][C:43](=[O:44])[CH2:42][C@@H:39]2[CH2:40][CH2:41][N:37]([C:35]([CH:32]3[CH2:34][CH2:33]3)=[O:36])[CH2:38]2)=[O:4])=[C:16]([F:22])[CH:15]=1. Procedure: To a round bottom flask was added triphosgene (2.66 mmol) and dichloromethane (20 mL) under nitrogen, and the solution was cooled to −78° C. In a separate vial, 4-bromo-5-chloro-2-fluoroaniline (6.83 mmol) was dissolved in dichloromethane (20 mL) and Hunig's base (17.1 mmol) was added. This solution was slowly added to the cooled solution and then the reaction was allowed to warm to room temperature. After 10 min, analysis by LCMS indicated desired intermediate formation. The reaction was cooled...